Task: describe an organic reaction: reactants, conditions, products, and yield. Dataset: the Open Reaction Database (ORD), a public repository of structured organic reaction records Starting materials: O=C(Cl)c1ccc(OC(F)F)c(OCC2CC2)c1, COc1ccc(C(=O)Cc2c(Cl)cncc2Cl)cc1OC. Product: COc1ccc(C(=Cc2c(Cl)cncc2Cl)OC(=O)c2ccc(OC(F)F)c(OCC3CC3)c2)cc1OC. Reaction SMILES: [CH:1]1([CH2:4][O:5][c:6]2[cH:7][c:8]([C:9](=[O:10])[Cl:11])[cH:12][cH:13][c:14]2[O:15][CH:16]([F:17])[F:18])[CH2:2][CH2:3]1.[Cl:19][c:20]1[cH:21][n:22][cH:23][c:24]([Cl:39])[c:25]1[CH2:26][C:27](=[O:28])[c:29]1[cH:30][c:31]([O:37][CH3:38])[c:32]([O:35][CH3:36])[cH:33][cH:34]1>>[CH:1]1([CH2:4][O:5][c:6]2[cH:7][c:8]([C:9](=[O:10])[O:28][C:27](=[CH:26][c:25]3[c:20]([Cl:19])[cH:21][n:22][cH:23][c:24]3[Cl:39])[c:29]3[cH:30][c:31]([O:37][CH3:38])[c:32]([O:35][CH3:36])[cH:33][cH:34]3)[cH:12][cH:13][c:14]2[O:15][CH:16]([F:17])[F:18])[CH2:2][CH2:3]1. Starting materials: COC1=CC=C2C(C(CSC2=C1)(C)C1=CC=C(C=C1)OC)=O (7-methoxy-3-(4-methoxyphenyl)-3-methylthiochroman-4-one), Br (HBr). Yields the product OC1=CC=C2C(C(CSC2=C1)(C)C1=CC=C(C=C1)O)=O (7-hydroxy-3-(4-hydroxyphenyl)-3-methylthiochroman-4-one). The yield is 92.9%. Reaction SMILES: C[O:2][C:3]1[CH:12]=[C:11]2[C:6]([C:7](=[O:22])[C:8]([C:14]3[CH:19]=[CH:18][C:17]([O:20]C)=[CH:16][CH:15]=3)([CH3:13])[CH2:9][S:10]2)=[CH:5][CH:4]=1.Br>C(O)(=O)C>[OH:2][C:3]1[CH:12]=[C:11]2[C:6]([C:7](=[O:22])[C:8]([C:14]3[CH:19]=[CH:18][C:17]([OH:20])=[CH:16][CH:15]=3)([CH3:13])[CH2:9][S:10]2)=[CH:5][CH:4]=1. Procedure: To a solution of 7-methoxy-3-(4-methoxyphenyl)-3-methylthiochroman-4-one (2.27 g, 7.22 mmol) in acetic acid (75 ml) was added 48% aqueous HBr solution (75 mg), which was then heated under reflux for 1 day. The reaction mixture was extracted with diethyl ether. The organic layer was washed with saturated sodium bicarbonate solution and saturated saline solution, dried over anhydrous magnesium sulfate, and concentrated. Then, the residue was subjected to flash chromatography on silica gel (n-hexan... Solvent: C(C)(=O)O (acetic acid). The reactants are C(CCCCC)C=1C=C2CCC(C2=CC1OC)=O (5-hexyl-6-methoxyindan-1-one), [Cl-].[Al+3].[Cl-].[Cl-] (aluminium chloride), C1(=CC=CC=C1)C (toluene). Run in O (water). Product: C(CCCCC)C=1C=C2CCC(C2=CC1O)=O (5-hexyl-6-hydroxyindan-1-one). Reaction SMILES: [CH2:1]([C:7]1[CH:8]=[C:9]2[C:13](=[CH:14][C:15]=1[O:16]C)[C:12](=[O:18])[CH2:11][CH2:10]2)[CH2:2][CH2:3][CH2:4][CH2:5][CH3:6].[Cl-].[Al+3].[Cl-].[Cl-].C1(C)C=CC=CC=1>O>[CH2:1]([C:7]1[CH:8]=[C:9]2[C:13](=[CH:14][C:15]=1[OH:16])[C:12](=[O:18])[CH2:11][CH2:10]2)[CH2:2][CH2:3][CH2:4][CH2:5][CH3:6] |f:1.2.3.4|. Procedure details: 5.6 g (22.7 mmol) of 5-hexyl-6-methoxyindan-1-one, 9.4 g of aluminium chloride and 125 ml of toluene are refluxed for 15 minutes. The mixture is poured into water and extracted with ether. The organic phase is dried (Na2SO4) and the solvents are evaporated off. The residue is purified by flash chromatography (4.5 g; 85%). The reactants are BrC1=C(C2=C(N(C(N(C2=O)CCCOC2OCCCC2)=O)C)N=C1)C(C=1C=NC(=CC1)C(F)(F)F)O (6-bromo-5-(hydroxy(6-(trifluoromethyl)pyridin-3-yl)methyl)-1-methyl-3-(3-((tetrahydro-2H-pyran-2-yl)oxy)propyl)pyrido[2,3-d]pyrimidine-2,4(1H,3H)-dione). Reagents/catalysts: [Zn] (Zinc). Solvent: C(=O)O (formic acid). Conditions: temperature 50 celsius. Product: BrC1=C(C2=C(N(C(N(C2=O)CCCOC=O)=O)C)N=C1)CC=1C=NC(=CC1)C(F)(F)F (3-(6-bromo-1-methyl-2,4-dioxo-5((6-(trifluoromethyl)pyridin-3-yl)methyl)-1,2-dihydropyrido[2,3-d]pyrimidin-3(4H)-yl)propylformate). Isolated yield 57.0%. Reaction SMILES: [Br:1][C:2]1[CH:24]=[N:23][C:5]2[N:6]([CH3:22])[C:7](=[O:21])[N:8]([CH2:11][CH2:12][CH2:13][O:14][CH:15]3CCCC[O:16]3)[C:9](=[O:10])[C:4]=2[C:3]=1[CH:25](O)[C:26]1[CH:27]=[N:28][C:29]([C:32]([F:35])([F:34])[F:33])=[CH:30][CH:31]=1>C(O)=O.[Zn]>[Br:1][C:2]1[CH:24]=[N:23][C:5]2[N:6]([CH3:22])[C:7](=[O:21])[N:8]([CH2:11][CH2:12][CH2:13][O:14][CH:15]=[O:16])[C:9](=[O:10])[C:4]=2[C:3]=1[CH2:25][C:26]1[CH:27]=[N:28][C:29]([C:32]([F:35])([F:33])[F:34])=[CH:30][CH:31]=1. Reported procedure: To a stirred solution of 6-bromo-5-(hydroxy(6-(trifluoromethyl)pyridin-3-yl)methyl)-1-methyl-3-(3-((tetrahydro-2H-pyran-2-yl)oxy)propyl)pyrido[2,3-d]pyrimidine-2,4(1H,3H)-dione (160 mg, 0.280 mmol) in formic acid (2 mL) was added Zinc dust (40.9 mg, 0.64 mmol). The reaction was heated at 50° C. for 2 h, cooled to RT and filtered. The filtrate was concentrated to a residue which was purified by chromatography eluted with PE/EA (10:1) to give 3-(6-bromo-1-methyl-2,4-dioxo-5((6-(trifluoromethyl)pyr... Starting materials: COC=1C=C(C=CC1OC)C1=C(C(C2=CC=CC=C12)=O)C(=O)OCC (3-(3,4-Dimethoxyphenyl)-2-ethoxycarbonylindenone), N1CCOCC1 (morpholine), Cl (hydrochloric acid). Product: COC=1C=C(C=CC1OC)C1=C(C(C2=CC=CC=C12)=O)C(=O)N1CCOCC1 (3-(3,4-Dimethoxyphenyl)-2-morpholinocarbonylindenone). Isolated yield 98.0%. Reaction SMILES: [CH3:1][O:2][C:3]1[CH:4]=[C:5]([C:11]2[C:19]3[C:14](=[CH:15][CH:16]=[CH:17][CH:18]=3)[C:13](=[O:20])[C:12]=2[C:21](OCC)=[O:22])[CH:6]=[CH:7][C:8]=1[O:9][CH3:10].Cl.[NH:27]1[CH2:32][CH2:31][O:30][CH2:29][CH2:28]1>>[CH3:1][O:2][C:3]1[CH:4]=[C:5]([C:11]2[C:19]3[C:14](=[CH:15][CH:16]=[CH:17][CH:18]=3)[C:13](=[O:20])[C:12]=2[C:21]([N:27]2[CH2:32][CH2:31][O:30][CH2:29][CH2:28]2)=[O:22])[CH:6]=[CH:7][C:8]=1[O:9][CH3:10]. Reported procedure: The indenone obtained in Example 108 (0.9 g) is heated with morpholine (10 ml) for 1 hour. The reaction mixture is poured into a solution of dilute hydrochloric acid and extracted with ethyl acetate, washed with water and concentrated. The produce is obtained with a yield of 98% (m.p.=71.5°; compound no. 109). The reactants are ICC1COCC1 (3-(iodomethyl)tetrahydrofuran), C1(=CC=CC=C1)P(C1=CC=CC=C1)C1=CC=CC=C1 (triphenylphosphine). The solvent is C(C)#N (acetonitrile). Product: [I-].C1(=CC=CC=C1)[P+](CC1COCC1)(C1=CC=CC=C1)C1=CC=CC=C1 (triphenyl(tetrahydrofuran-3-ylmethyl)phosphonium iodide). Yield: 83.2%. Reaction SMILES: [I:1][CH2:2][CH:3]1[CH2:7][CH2:6][O:5][CH2:4]1.[C:8]1([P:14]([C:21]2[CH:26]=[CH:25][CH:24]=[CH:23][CH:22]=2)[C:15]2[CH:20]=[CH:19][CH:18]=[CH:17][CH:16]=2)[CH:13]=[CH:12][CH:11]=[CH:10][CH:9]=1>C(#N)C>[I-:1].[C:21]1([P+:14]([C:8]2[CH:9]=[CH:10][CH:11]=[CH:12][CH:13]=2)([C:15]2[CH:20]=[CH:19][CH:18]=[CH:17][CH:16]=2)[CH2:2][CH:3]2[CH2:7][CH2:6][O:5][CH2:4]2)[CH:22]=[CH:23][CH:24]=[CH:25][CH:26]=1 |f:3.4|. Procedure details: To a solution of 3-(iodomethyl)tetrahydrofuran (10.1 g) in acetonitrile (101 mL) was added triphenylphosphine (13.1 g), followed by heating under reflux for 1 week. The solution was concentrated under reduced pressure, followed by addition of diethyl ether. The resulting solid was collected by filtration and washed with diethyl ether to obtain triphenyl(tetrahydrofuran-3-ylmethyl)phosphonium iodide (18.8 g) as a white solid. Starting materials: ClC1=C(CN2C3=NC(=NC(=C3N=C2)N(C)C)NC)C=CC=C1 (9-(2-chlorobenzyl)-6-(N,N-dimethylamino)-2-(N-methylamino)-9H-purine), NC1=C2N=CN(C2=NC(=N1)NC)CC1=C(C=CC=C1)Cl (6-amino-9-(2-chlorobenzyl)-2-(N-methylamino)-9H-purine), ClC1=C(CN2C3=NC(=NC=C3N=C2)NC)C=CC=C1 (9-(2-chlorobenzyl)-2-(N-methylamino)-9H-purine), C(C)NC1=NC(=C2N=CN(C2=N1)CC1=C(C=CC=C1)Cl)N (2-(N-ethylamino)-6-amino-9-(2-chlorobenzyl)-9H-purine), ClC1=C(CN2C3=NC(=NC=C3N=C2)N(C)C)C=CC=C1 (9-(2-chlorobenzyl)-2-(N,N-dimethylamino)-9H-purine), ClC1=NC=C2N=CN(C2=N1)CC1=C(C=CC=C1)Cl (2-chloro-9-(2-chlorobenzyl)-9H-purine), ClC1=C(CN2C3=NC(=NC(=C3N=C2)NC)N(C)C)C=CC=C1 (9-(2-chlorobenzyl)-2-(N,N-dimethylamino)-6-(N-methylamino)-9H-purine), NC1=C2N=CN(C2=NC(=N1)N(C)C)CC1=C(C=CC=C1)Cl (6-amino-9-(2-chlorobenzyl)-2-(N,N-dimethylamino)-9H-purine), NC1=NC(=C2N=CN(C2=N1)CC1=C(C=CC=C1)Cl)N (2,6-diamino-9-(2-chlorobenzyl)-9H-purine), NC1=NC(=C2N=CN(C2=N1)CC1=C(C=CC=C1)Cl)NC (2-amino-9-(2-chlorobenzyl)-6-(N-methylamino)-9H-purine), NC1=NC(=C2N=CN(C2=N1)CC1=C(C=CC=C1)Cl)N(C)C (2-amino-9-(2-chlorobenzyl)-6-(N,N-dimethylamino)-9H-purine), C(C)NC1=NC(=C2N=CN(C2=N1)CC1=C(C=CC=C1)Cl)N(C)C (2-(N-ethylamino)-9-(2-chlorobenzyl)-6-(N,N-dimethylamino)-9H-purine), CN(C)C1=NC(=C2N=CN(C2=N1)CC1=C(C=CC=C1)Cl)N(C)C (2,6-bis(N,N-dimethylamino)-9-(2-chlorobenzyl)-9H-purine). Yields the product ClC1=NC(=C2N=CN(C2=N1)CC1=C(C=CC=C1)Cl)N(C)C (2-chloro-9-(2-chlorobenzyl)-6-(N,N-dimethylamino)-9H-purine). Reaction SMILES: [Cl:1][C:2]1[CH:22]=[CH:21][CH:20]=[CH:19][C:3]=1[CH2:4][N:5]1[CH:13]=[N:12][C:11]2[C:6]1=[N:7][C:8](NC)=[N:9][C:10]=2[N:14]([CH3:16])[CH3:15].NC1N=C2C(N=CN2CC2C=CC=CC=2[Cl:40])=C(N(C)C)N=1.C(NC1N=C2C(N=CN2CC2C=CC=CC=2Cl)=C(N(C)C)N=1)C.ClC1C=CC=CC=1CN1C=NC2C1=NC(NC)=NC=2.ClC1C=CC=CC=1CN1C=NC2C1=NC(N(C)C)=NC=2.CN(C1N=C2C(N=CN2CC2C=CC=CC=2Cl)=C(N(C)C)N=1)C.NC1N=C2C(N=CN2CC2C=CC=CC=2Cl)=C(NC)N=1.ClC1C=CC=CC=1CN1C=NC2C1=NC(N(C)C)=NC=2NC.NC1N=C2C(N=CN2CC2C=CC=CC=2Cl)=C(N)N=1.NC1N=C(NC)N=C2C=1N=CN2CC1C=CC=CC=1Cl.NC1N=C(N(C)C)N=C2C=1N=CN2CC1C=CC=CC=1Cl.C(NC1N=C2C(N=CN2CC2C=CC=CC=2Cl)=C(N)N=1)C.ClC1N=C2C(N=CN2CC2C=CC=CC=2Cl)=CN=1>>[Cl:40][C:8]1[N:7]=[C:6]2[C:11]([N:12]=[CH:13][N:5]2[CH2:4][C:3]2[CH:19]=[CH:20][CH:21]=[CH:22][C:2]=2[Cl:1])=[C:10]([N:14]([CH3:16])[CH3:15])[N:9]=1. Procedure details: 9-(2-chlorobenzyl)-6-(N,N-dimethylamino)-2-(N-methylamino)-9H-purine; 2-amino-9-(2-chlorobenzyl)-6-(N,N-dimethylamino)-9H-purine; 2-(N-ethylamino)-9-(2-chlorobenzyl)-6-(N,N-dimethylamino)-9H-purine; 9-(2-chlorobenzyl)-2-(N-methylamino)-9H-purine; 9-(2-chlorobenzyl)-2-(N,N-dimethylamino)-9H-purine; 2,6-bis(N,N-dimethylamino)-9-(2-chlorobenzyl)-9H-purine; 2-amino-9-(2-chlorobenzyl)-6-(N-methylamino)-9H-purine; 9-(2-chlorobenzyl)-2-(N,N-dimethylamino)-6-(N-methylamino)-9H-purine; 2,6-diamino-9-(2-c...